Dataset: the Open Reaction Database (ORD), a public repository of structured organic reaction records. Task: describe an organic reaction: reactants, conditions, products, and yield The reactants are BrC1=CN(C=2N=CN=C(C21)Cl)COC(CCO)O (5-bromo4-chloro-7-[(1,3-dihydroxypropoxy)methyl]pyrrolo[2,3-d]pyrimidine), NC=1C2=C(N=CN1)N(C=C2Cl)COC(CCO)O (4-Amino-5-chloro-7-[(1,3-dihydroxypropoxy)methyl]pyrrolo[2,3-d]pyrimidine). Product: NC=1C2=C(N=CN1)N(C=C2Br)COC(CCO)O (4Amino-5-bromo-7-[(1,3-dihydroxypropoxy)methyl]pyrrolo[2,3-d]pyrimidine). Reaction SMILES: [Br:1][C:2]1[C:10]2[C:9](Cl)=[N:8][CH:7]=[N:6][C:5]=2[N:4]([CH2:12][O:13][CH:14]([OH:18])[CH2:15][CH2:16][OH:17])[CH:3]=1.[NH2:19]C1C2C(Cl)=CN(COC(O)CCO)C=2N=CN=1>>[NH2:19][C:9]1[C:10]2[C:2]([Br:1])=[CH:3][N:4]([CH2:12][O:13][CH:14]([OH:18])[CH2:15][CH2:16][OH:17])[C:5]=2[N:6]=[CH:7][N:8]=1. Reported procedure: Compound 22b was prepared from 5-bromo4-chloro-7-[(1,3-dihydroxypropoxy)methyl]pyrrolo[2,3-d]pyrimidine by the method described for 22a to yield 0.27 g (20%). mp=170°-172° C. 1H NMR (DMSO-d6): δ3.15-3.50 (m, 5); 4.59 (t, 2, exchanges with D2O, OH); 5.57 (s, 2, C-1'), 6.80 (bs, 2, exchanges with D2O, NH2); 7.53 (s, 1, C-6); 8.11 (s, 1, C-2). Anal. Calcd. for C10H13N4O3Br. (C,H,N). Starting materials: Cl.NC1=C(C=CC(=C1)C(F)(F)F)S (2-amino-4-trifluoromethylbenzenethiol hydrochloride), CSC1=C(C=O)C=CC=C1 (2-methylsulfanylbenzaldehyde), C(C)(C)N(CC)C(C)C (diisopropylethylamine), CS(=O)C (DMSO). The solvent is O (water). Run at temperature 175 celsius. The product is CSC1=C(C=CC=C1)C=1SC2=C(N1)C=C(C=C2)C(F)(F)F (2-(2-methylsulfanylphenyl)-5-trifluoromethylbenzothiazole). Isolated yield 59.5%. RXN SMILES: Cl.[NH2:2][C:3]1[CH:8]=[C:7]([C:9]([F:12])([F:11])[F:10])[CH:6]=[CH:5][C:4]=1[SH:13].[CH3:14][S:15][C:16]1[CH:23]=[CH:22][CH:21]=[CH:20][C:17]=1[CH:18]=O.C(N(C(C)C)CC)(C)C.CS(C)=O>O>[CH3:14][S:15][C:16]1[CH:23]=[CH:22][CH:21]=[CH:20][C:17]=1[C:18]1[S:13][C:4]2[CH:5]=[CH:6][C:7]([C:9]([F:10])([F:11])[F:12])=[CH:8][C:3]=2[N:2]=1 |f:0.1|. Reported procedure: A mixture of 2-amino-4-trifluoromethylbenzenethiol hydrochloride (0.50 g), 2-methylsulfanylbenzaldehyde (0.33 g), diisopropylethylamine (0.28 g), and DMSO (4 ml) was heated to 170-180° C., and stirred with heating for 3 hours. Into the reaction mixture cooled to room temperature, water was poured, and extracted with ethyl acetate. The organic layer was washed with water and saturated brine, dried over magnesium sulfate, and concentrated under reduced pressure. The resulting residue was subjected... Starting materials: [N+](=O)([O-])C1=CC=C(C=C1)O (4-nitrophenol), BrC1CCCC1 (bromocyclopentane), C([O-])([O-])=O.[K+].[K+] (potassium carbonate), CN(C)C=O (DMF). Solvent: O (water). Conditions: temperature 80 celsius. The product is C1(CCCC1)OC1=CC=C(N)C=C1 (4-Cyclopentyloxyaniline). As a reaction SMILES: [N+:1]([C:4]1[CH:9]=[CH:8][C:7]([OH:10])=[CH:6][CH:5]=1)([O-])=O.Br[CH:12]1[CH2:16][CH2:15][CH2:14][CH2:13]1.C(=O)([O-])[O-].[K+].[K+].CN(C=O)C>O>[CH:12]1([O:10][C:7]2[CH:8]=[CH:9][C:4]([NH2:1])=[CH:5][CH:6]=2)[CH2:16][CH2:15][CH2:14][CH2:13]1 |f:2.3.4|. Procedure: A mixture of 4-nitrophenol (63.7 g), bromocyclopentane (68.2 g), potassium carbonate (63.3 g) and DMF (300 mL) was heated at 80° C. for 24 hours. After cooling, it was diluted with water and extracted with ethyl acetate. The organic phase was washed with water, dried over magnesium sulfate and concentrated. The residue was hydrogenated in ethanol using palladium(II) hydroxide as catalyst. The product with the molecular weight of 177.25 (C11H15NO) was obtained in this way; MS (ESI): 178 (M+H+).